This data is from the Open Reaction Database (ORD), a public repository of structured organic reaction records. The task is: describe an organic reaction: reactants, conditions, products, and yield Starting materials: COC=1C=C(C=O)C=CC1O (3-methoxy-4-hydroxybenzaldehyde), C(C)(=O)C1=CC=CC=C1 (acetophenone). Run in C(C)(=O)O (acetic acid). Conditions: time 200 hour. The product is OC1=C(C=C(C=C1)C=CC(=O)C1=CC=CC=C1)OC (3-(4′-Hydroxy-3′-methoxy-phenyl)-1-phenyl-prop-2-ene-1-one). As a reaction SMILES: [CH3:1][O:2][C:3]1[CH:4]=[C:5]([CH:8]=[CH:9][C:10]=1[OH:11])[CH:6]=O.[C:12]([C:15]1[CH:20]=[CH:19][CH:18]=[CH:17][CH:16]=1)(=[O:14])[CH3:13]>C(O)(=O)C>[OH:11][C:10]1[CH:9]=[CH:8][C:5]([CH:6]=[CH:13][C:12]([C:15]2[CH:20]=[CH:19][CH:18]=[CH:17][CH:16]=2)=[O:14])=[CH:4][C:3]=1[O:2][CH3:1]. Reported procedure: 3-methoxy-4-hydroxybenzaldehyde (20 gm, 0.132 mol) was added to the solution of acetophenone (20 gm, 0.125 mol) dissolved in acetic acid (20 mL) in a round bottom flask with constant stirring. Temperature of reaction was maintained below 15° C. with Occasional shaking for 200 hrs. Reaction mixture was poured in ice cold water and the product was extracted with chloroform. Chloroform extract was distilled under reduced pressure and the residue was chromatographed on SiO2 gel to obtain 1. m.p. 91°... Reactants: C(C)C(C([O-])([O-])[O-])(CC)CC (triethylorthoacetate), C(CC)(=O)O (propionic acid), CC(CO)=CC (2-methyl-2-buten-1-ol), C(C=CCC)(=O)[O-] (pentenoate). The product is CC(CC(=O)OCC)C(=C)C (ethyl 3,4-dimethyl-4-pentenoate). The yield is 41.0%. Reaction SMILES: [CH2:1]([C:3](CC)(CC)C([O-])([O-])[O-])[CH3:2].[C:12]([OH:16])(=[O:15])[CH2:13][CH3:14].[CH3:17][C:18](=CC)CO.[C:23]([O-])(=O)C=CCC>>[CH3:23][CH:14]([C:1]([CH3:3])=[CH2:2])[CH2:13][C:12]([O:16][CH2:17][CH3:18])=[O:15]. Procedure: In a 3 l flask equipped with a mechanical stirrer and a condenser, kept under nitrogen, a mixture of triethylorthoacetate (1117.8 g), propionic acid (2.3 g) and 2-methyl-2-buten-1-ol (59.3 g) was heated at 118° for 72 h in order to distil the ethanol gradually as it was formed. The excess of triethylorthoacetate was recovered and the distillation was completed under reduced pressure. The raw product thus obtained (69.0 g) contained around 80% of the desired pentenoate. Purification on a Fischer ... Starting materials: CO, ClC(Cl)Cl, [NH4+], O=[Mo](=O)([O-])[O-], O, OO, CCCCCC(O)CCN1C(=O)CS(=O)C1CCCCCCC(=O)O. The product is CCCCCC(O)CCN1C(=O)CS(=O)(=O)C1CCCCCCC(=O)O. As a reaction SMILES: [CH3:32][OH:33].[CH:28]([Cl:29])([Cl:30])[Cl:31].[NH4+:35].[O-:36][Mo:37](=[O:38])(=[O:39])[O-:40].[OH2:34].[OH:1][OH:2].[OH:3][CH:4]([CH2:5][CH2:6][N:7]1[CH:8]([CH2:14][CH2:15][CH2:16][CH2:17][CH2:18][CH2:19][C:20](=[O:21])[OH:22])[S:9](=[O:13])[CH2:10][C:11]1=[O:12])[CH2:23][CH2:24][CH2:25][CH2:26][CH3:27]>>[O:1]=[S:9]1(=[O:13])[CH:8]([CH2:14][CH2:15][CH2:16][CH2:17][CH2:18][CH2:19][C:20](=[O:21])[OH:22])[N:7]([CH2:6][CH2:5][CH:4]([OH:3])[CH2:23][CH2:24][CH2:25][CH2:26][CH3:27])[C:11](=[O:12])[CH2:10]1. The reactants are CC1=C(SC2=C1N=C(N=C2N2CCOCC2)SC)CN2CCN(CC2)S(=O)(=O)C (7-Methyl-2-(methylthio)-4-morpholino-6-((4-N-methylsulfonylpiperazin-1-yl)methyl)thieno[3,2-d]pyrimidine), C(CCC)[Sn](C1=CC(=NC(=C1)NC(C)=O)NC(C)=O)(CCCC)CCCC (4-tributylstannyl-2,6-diacetylaminopyridine), Cu(I)Br-dimethylsulfide. The reagents and catalysts are C1=CC=C(C=C1)P(C2=CC=CC=C2)C3=CC=CC=C3.C1=CC=C(C=C1)P(C2=CC=CC=C2)C3=CC=CC=C3.C1=CC=C(C=C1)P(C2=CC=CC=C2)C3=CC=CC=C3.C1=CC=C(C=C1)P(C2=CC=CC=C2)C3=CC=CC=C3.[Pd] (Pd(PPH3)4). The solvent is 1,2-DME, CCOC(=O)C (EtOAc). Yields the product O1CCN(CC1)C=1C2=C(N=C(N1)C1=CC(=NC(=C1)N)N)C=C(S2)CN2CCN(CC2)S(=O)(=O)C (4-(4-morpholino-6-((4-N-methylsulfonylpiperazin-1-yl)methyl)thieno[3,2-d]pyrimidin-2-yl)pyridine-2,6-diamine). RXN SMILES: C[C:2]1[C:6]2[N:7]=[C:8](SC)[N:9]=[C:10]([N:11]3[CH2:16][CH2:15][O:14][CH2:13][CH2:12]3)[C:5]=2[S:4][C:3]=1[CH2:19][N:20]1[CH2:25][CH2:24][N:23]([S:26]([CH3:29])(=[O:28])=[O:27])[CH2:22][CH2:21]1.C([Sn](CCCC)(CCCC)[C:35]1[CH:40]=[C:39]([NH:41]C(=O)C)[N:38]=[C:37]([NH:45]C(=O)C)[CH:36]=1)CCC>CCOC(C)=O.C1C=CC(P(C2C=CC=CC=2)C2C=CC=CC=2)=CC=1.C1C=CC(P(C2C=CC=CC=2)C2C=CC=CC=2)=CC=1.C1C=CC(P(C2C=CC=CC=2)C2C=CC=CC=2)=CC=1.C1C=CC(P(C2C=CC=CC=2)C2C=CC=CC=2)=CC=1.[Pd]>[O:14]1[CH2:13][CH2:12][N:11]([C:10]2[C:5]3[S:4][C:3]([CH2:19][N:20]4[CH2:25][CH2:24][N:23]([S:26]([CH3:29])(=[O:28])=[O:27])[CH2:22][CH2:21]4)=[CH:2][C:6]=3[N:7]=[C:8]([C:35]3[CH:40]=[C:39]([NH2:41])[N:38]=[C:37]([NH2:45])[CH:36]=3)[N:9]=2)[CH2:16][CH2:15]1 |f:3.4.5.6.7|. Procedure details: 7-Methyl-2-(methylthio)-4-morpholino-6-((4-N-methylsulfonylpiperazin-1-yl)methyl)thieno[3,2-d]pyrimidine (0.29 mM) was added to 4-tributylstannyl-2,6-diacetylaminopyridine dissolved in 10 mL 1,2-DME followed by the addition of Cu(I)Br-dimethylsulfide and stirred at room temperature for ten minutes. Finally, Pd(PPH3)4 was added and the reaction mixture was heated to reflux under N2 for 2 hours. Complete product formation was confirmed by LCMS. The reaction was diluted with EtOAc, extracted 1× wit... Reactants: CC(C)(C)OC(=O)N1CCC(COc2ccc(-c3ccc(Br)cc3F)nc2)CC1, CS(=O)O, CS(C)=O, [Na+], [Na], [OH-], O=C(O)C1CCCN1. Yields the product CC(C)(C)OC(=O)N1CCC(COc2ccc(-c3ccc(S(C)(=O)=O)cc3F)nc2)CC1. Reaction SMILES: [Br:1][c:2]1[cH:3][c:4]([F:29])[c:5](-[c:8]2[cH:9][cH:10][c:11]([O:14][CH2:15][CH:16]3[CH2:17][CH2:18][N:19]([C:22](=[O:23])[O:24][C:25]([CH3:26])([CH3:27])[CH3:28])[CH2:20][CH2:21]3)[cH:12][n:13]2)[cH:6][cH:7]1.[CH3:31][S:32](=[O:33])[OH:34].[CH3:45][S:46]([CH3:47])=[O:48].[Na+:44].[Na:30].[OH-:43].[OH:35][C:36]([CH:37]1[NH:38][CH2:39][CH2:40][CH2:41]1)=[O:42]>>[c:2]1([S:32]([CH3:31])(=[O:33])=[O:34])[cH:3][c:4]([F:29])[c:5](-[c:8]2[cH:9][cH:10][c:11]([O:14][CH2:15][CH:16]3[CH2:17][CH2:18][N:19]([C:22](=[O:23])[O:24][C:25]([CH3:26])([CH3:27])[CH3:28])[CH2:20][CH2:21]3)[cH:12][n:13]2)[cH:6][cH:7]1. Reaction SMILES: C([O:8][C:9]1[C:18]2[C:13](=[CH:14][CH:15]=[CH:16][CH:17]=2)[CH:12]=[CH:11][C:10]=1[CH2:19][CH2:20][CH2:21][CH2:22][C:23]([O:25]CC)=O)C1C=CC=CC=1.C(Cl)(=O)C(Cl)=O.C1C=CC=CC=1.[NH:40]1[CH2:44][CH2:43][CH2:42][CH2:41]1>C(Cl)Cl.CCOCC>[OH:8][C:9]1[C:18]2[C:13](=[CH:14][CH:15]=[CH:16][CH:17]=2)[CH:12]=[CH:11][C:10]=1[CH2:19][CH2:20][CH2:21][CH2:22][C:23]([N:40]1[CH2:44][CH2:43][CH2:42][CH2:41]1)=[O:25]. Isolated yield 76.0%. Yields the product OC1=C(C=CC2=CC=CC=C12)CCCCC(=O)N1CCCC1 (1-(5-[1-Hydroxy-2-naphthyl]-1-oxopentyl)-pyrrolidine). Procedure: A mixture of the compound of Example 131 Part B (1.00 g, 3.0 mmole) oxalyl chloride (1.3 mL, 15.0 mmole) and benzene (10 mL) was stirred at room temperature for 21 hours and concentrated under vacuum. The residue was dissolved in methylene chloride (10 mL) and added dropwise to a stirred solution of pyrrolidine (0.53 mL, 6.3 mmole) in methylene chloride (10 mL) at 0°. After 6.5 hours, the mixture was diluted with ether, washed with water and 1.0N hydrochloric acid, then dried over magnesium sulf... Reaction conditions: time 21 hour. Starting materials: C(C1=CC=CC=C1)OC1=C(C=CC2=CC=CC=C12)CCCCC(=O)OCC (Ethyl 1-benzyloxy-2-naphthalenepentanoate), C(C(=O)Cl)(=O)Cl (oxalyl chloride), C1=CC=CC=C1 (benzene), N1CCCC1 (pyrrolidine). Solvent: C(Cl)Cl (methylene chloride), CCOCC (ether).